From a dataset of the Open Reaction Database (ORD), a public repository of structured organic reaction records. describe an organic reaction: reactants, conditions, products, and yield Isolated yield 86.2%. Reported procedure: To a mixture of tetrahydro-2H-pyran-4-carbonitrile (1.0 g, 9.0 mmol), N-methyl hydroxylamine hydrochloride (1.13 g, 13.5 mmol) in EtOH/H2O (1:1, 20 mL) was added sodium carbonate (0.71 g, 6.75 mmol) and H2O (10 mL) to dissolve. The mixture as stirred at 100° C. for 3 h then cooled and concentrated. The residue was triturated with 10% MeOH/CH2Cl2. The mixture was filtered to give the title compound as a white solid (0.92 g, 65% yield). 1H NMR (300 MHz, CDCl3) δ: 4.05 (2H, dd, J=11.2, 3.5 Hz), 3.5... Reactants: O1CCC(CC1)C#N (tetrahydro-2H-pyran-4-carbonitrile), Cl.CNO (N-methyl hydroxylamine hydrochloride), C([O-])([O-])=O.[Na+].[Na+] (sodium carbonate), O (H2O). The product is ON(C(=N)C1CCOCC1)C (N-Hydroxy-N-methyl-tetrahydro-2H-pyran-4-carboxamidine). Run in CCO.O (EtOH H2O). Conditions: temperature 100 celsius, time 3 hour. As a reaction SMILES: O1[CH2:6][CH2:5][CH:4]([C:7]#[N:8])[CH2:3]C1.Cl.[CH3:10][NH:11][OH:12].[C:13](=[O:16])([O-])[O-].[Na+].[Na+].O>CCO.O>[OH:12][N:11]([CH3:10])[C:7]([CH:4]1[CH2:3][CH2:13][O:16][CH2:6][CH2:5]1)=[NH:8] |f:1.2,3.4.5,7.8|. Reactants: C1COCCO1, CCOC(=O)Cl, CC(O)CN, [Na+], [OH-], O. The product is CCOC(=O)NCC(C)O. As a reaction SMILES: [CH2:15]1[O:16][CH2:17][CH2:18][O:19][CH2:20]1.[Cl:3][C:4](=[O:5])[O:6][CH2:7][CH3:8].[NH2:10][CH2:11][CH:12]([CH3:13])[OH:14].[Na+:2].[OH-:1].[OH2:9]>>[C:4](=[O:5])([O:6][CH2:7][CH3:8])[NH:10][CH2:11][CH:12]([CH3:13])[OH:14]. Starting materials: O (water), N1=CC=CC=C1 (Pyridine), FC(S(=O)(=O)O)(F)F (trifluoromethanesulfonic acid), OC1=C(C=C(C=C1)CC(=O)OC)OC (methyl (4-hydroxy-3-methoxyphenyl)acetate). Reagents/catalysts: CN(C1=CC=NC=C1)C (4-dimethylaminopyridine). Run in C(Cl)Cl (methylene chloride). Product: COC=1C=C(C=CC1OS(=O)(=O)C(F)(F)F)CC(=O)OC (methyl (3-methoxy-4-{[(trifluoromethyl)sulfonyl]oxy}phenyl)acetate). Isolated yield 99.9%. Reaction SMILES: N1C=CC=CC=1.[F:7][C:8]([F:14])([F:13])[S:9]([OH:12])(=[O:11])=[O:10].O[C:16]1[CH:21]=[CH:20][C:19]([CH2:22][C:23]([O:25][CH3:26])=[O:24])=[CH:18][C:17]=1[O:27][CH3:28].O>CN(C)C1C=CN=CC=1.C(Cl)Cl>[CH3:28][O:27][C:17]1[CH:18]=[C:19]([CH2:22][C:23]([O:25][CH3:26])=[O:24])[CH:20]=[CH:21][C:16]=1[O:10][S:9]([C:8]([F:14])([F:13])[F:7])(=[O:12])=[O:11]. Procedure: Pyridine (2.10 ml, 25.9 mmol), anhydrous trifluoromethanesulfonic acid (1.61 ml, 9.53 mmol) and 4-dimethylaminopyridine (30 mg, 0.25 mmol) were added to a solution of methyl (4-hydroxy-3-methoxyphenyl)acetate (1.70 g, 8.66 mmol) in methylene chloride (20 ml) and the mixture was stirred under ice-cooling for 10 minutes and then stirred at room temperature for 20 minutes. After the reaction mixture was poured into water and the mixture was extracted with ethyl acetate, the organic layer was succes...